From a dataset of the Open Reaction Database (ORD), a public repository of structured organic reaction records. describe an organic reaction: reactants, conditions, products, and yield Starting materials: COc1ccc(C2CC=CCC2(C#N)C(=O)O)c(OC)c1OC, CS(C)=O. Yields the product COc1ccc(C2CC=CCC2C#N)c(OC)c1OC. Reaction SMILES: [C:1]([OH:2])(=[O:3])[C:4]1([C:22]#[N:23])[CH2:5][CH:6]=[CH:7][CH2:8][CH:9]1[c:10]1[c:11]([O:20][CH3:21])[c:12]([O:18][CH3:19])[c:13]([O:16][CH3:17])[cH:14][cH:15]1.[CH3:24][S:25]([CH3:26])=[O:27]>>[CH:4]1([C:22]#[N:23])[CH2:5][CH:6]=[CH:7][CH2:8][CH:9]1[c:10]1[c:11]([O:20][CH3:21])[c:12]([O:18][CH3:19])[c:13]([O:16][CH3:17])[cH:14][cH:15]1.